Dataset: the Open Reaction Database (ORD), a public repository of structured organic reaction records. Task: describe an organic reaction: reactants, conditions, products, and yield Starting materials: CCC(NC(=O)c1csc(N2CC(OS(C)(=O)=O)C2)n1)C(O[SiH](C)C)C(C)(C)C, CC([O-])=S, CN(C)C=O, [K+]. Product: CCC(NC(=O)c1csc(N2CC(SC(C)=O)C2)n1)C(O[SiH](C)C)C(C)(C)C. As a reaction SMILES: [C:1]([CH3:2])([CH3:3])([CH3:4])[CH:5]([CH:6]([CH2:7][CH3:8])[NH:9][C:10](=[O:11])[c:12]1[n:13][c:14]([N:17]2[CH2:18][CH:19]([O:21][S:22]([CH3:23])(=[O:24])=[O:25])[CH2:20]2)[s:15][cH:16]1)[O:26][SiH:27]([CH3:28])[CH3:29].[C:30]([CH3:31])(=[S:32])[O-:33].[CH3:35][N:36]([CH3:37])[CH:38]=[O:39].[K+:34]>>[C:1]([CH3:2])([CH3:3])([CH3:4])[CH:5]([CH:6]([CH2:7][CH3:8])[NH:9][C:10](=[O:11])[c:12]1[n:13][c:14]([N:17]2[CH2:18][CH:19]([S:32][C:30]([CH3:31])=[O:33])[CH2:20]2)[s:15][cH:16]1)[O:26][SiH:27]([CH3:28])[CH3:29].